This data is from the Open Reaction Database (ORD), a public repository of structured organic reaction records. The task is: describe an organic reaction: reactants, conditions, products, and yield Starting materials: C=CCC1C(c2ccccc2)OC(C)(C)N1C(=O)OCc1ccccc1, C1CCOC1, [O-][I+3]([O-])([O-])[O-], [Na+], [Na+], [Na+], O=S([O-])([O-])=S, O. Yields the product CC1(C)OC(c2ccccc2)C(CC=O)N1C(=O)OCc1ccccc1. RXN SMILES: [CH2:1]([CH:2]=[CH2:3])[CH:4]1[N:5]([C:17](=[O:18])[O:19][CH2:20][c:21]2[cH:22][cH:23][cH:24][cH:25][cH:26]2)[C:6]([CH3:15])([CH3:16])[O:7][CH:8]1[c:9]1[cH:10][cH:11][cH:12][cH:13][cH:14]1.[CH2:40]1[O:41][CH2:42][CH2:43][CH2:44]1.[I+3:27]([O-:28])([O-:29])([O-:30])[O-:31].[Na+:32].[Na+:33].[Na+:34].[O-:35][S:36]([O-:37])(=[S:38])=[O:39].[OH2:45]>>[CH2:1]([CH:2]=[O:28])[CH:4]1[N:5]([C:17](=[O:18])[O:19][CH2:20][c:21]2[cH:22][cH:23][cH:24][cH:25][cH:26]2)[C:6]([CH3:15])([CH3:16])[O:7][CH:8]1[c:9]1[cH:10][cH:11][cH:12][cH:13][cH:14]1.